From a dataset of the Open Reaction Database (ORD), a public repository of structured organic reaction records. describe an organic reaction: reactants, conditions, products, and yield Reactants: N[C@@H](CCCNC(N)=N)C(=O)O (Arg), N[C@@H](CCC(N)=O)C(=O)O (Gln), N[C@@H](CCC(O)=O)C(=O)O (Glu). Product: N[C@@H](CCCCN)C(=O)O (Lys). RXN SMILES: [NH2:1][C@H:2]([C:10]([OH:12])=[O:11])[CH2:3][CH2:4][CH2:5]NC(=N)N.[NH2:13][C@H:14](C(O)=O)CCC(=O)N.N[C@H](C(O)=O)CCC(=O)O>>[NH2:1][C@H:2]([C:10]([OH:12])=[O:11])[CH2:3][CH2:4][CH2:5][CH2:14][NH2:13]. Procedure details: Arg, Gln, Glu Reactants: [Br-], Cl, NNc1ccc(I)cc1, [K+], O=C1CCC(=O)c2ncccc2N1. Yields the product O=C1CCC(=NNc2ccc(I)cc2)c2ncccc2N1. RXN SMILES: [Br-:24].[ClH:14].[I:15][c:16]1[cH:17][cH:18][c:19]([NH:22][NH2:23])[cH:20][cH:21]1.[K+:25].[n:1]1[cH:2][cH:3][cH:4][c:5]2[c:11]1[C:10](=[O:12])[CH2:9][CH2:8][C:7](=[O:13])[NH:6]2>>[n:1]1[cH:2][cH:3][cH:4][c:5]2[c:11]1[C:10](=[N:23][NH:22][c:19]1[cH:18][cH:17][c:16]([I:15])[cH:21][cH:20]1)[CH2:9][CH2:8][C:7](=[O:13])[NH:6]2.